This data is from the Open Reaction Database (ORD), a public repository of structured organic reaction records. The task is: describe an organic reaction: reactants, conditions, products, and yield Reactants: O=C([O-])O, O=C(Cl)C1CC1, Cc1ccc(NC(=O)c2cccc(C(C)(C)C#N)c2)cc1Nc1ncc2nc(N)sc2n1, [Na+], c1ccncc1. Product: Cc1ccc(NC(=O)c2cccc(C(C)(C)C#N)c2)cc1Nc1ncc2nc(NC(=O)C3CC3)sc2n1. Reaction SMILES: [C:39](=[O:40])([O-:41])[OH:42].[CH:33]1([C:36](=[O:37])[Cl:38])[CH2:34][CH2:35]1.[NH2:1][c:2]1[s:3][c:4]2[n:5][c:6]([NH:11][c:12]3[cH:13][c:14]([NH:19][C:20]([c:21]4[cH:22][c:23]([C:27]([CH3:28])([CH3:29])[C:30]#[N:31])[cH:24][cH:25][cH:26]4)=[O:32])[cH:15][cH:16][c:17]3[CH3:18])[n:7][cH:8][c:9]2[n:10]1.[Na+:43].[cH:44]1[cH:45][cH:46][n:47][cH:48][cH:49]1>>[NH:1]([c:2]1[s:3][c:4]2[n:5][c:6]([NH:11][c:12]3[cH:13][c:14]([NH:19][C:20]([c:21]4[cH:22][c:23]([C:27]([CH3:28])([CH3:29])[C:30]#[N:31])[cH:24][cH:25][cH:26]4)=[O:32])[cH:15][cH:16][c:17]3[CH3:18])[n:7][cH:8][c:9]2[n:10]1)[C:36]([CH:33]1[CH2:34][CH2:35]1)=[O:37].